From a dataset of the Open Reaction Database (ORD), a public repository of structured organic reaction records. describe an organic reaction: reactants, conditions, products, and yield Reactants: CCOCC, C1CCOC1, Cc1ccnc(N)c1C, c1ccc2c(c1)NCc1c(-c3noc(C4CC4)n3)ncn1-2, CCN(C(C)C)C(C)C, O=C(Cl)c1ccccc1Cl. Product: O=C(c1ccccc1Cl)N1Cc2c(-c3noc(C4CC4)n3)ncn2-c2ccccc21. As a reaction SMILES: [CH2:50]([O:51][CH2:52][CH3:53])[CH3:54].[CH2:55]1[O:56][CH2:57][CH2:58][CH2:59]1.[CH3:32][c:33]1[cH:34][cH:35][n:36][c:37]([NH2:38])[c:39]1[CH3:40].[CH:1]1([c:4]2[n:5][c:6](-[c:9]3[n:10][cH:11][n:12]4[c:13]3[CH2:14][NH:15][c:16]3[cH:17][cH:18][cH:19][cH:20][c:21]3-4)[n:7][o:8]2)[CH2:2][CH2:3]1.[CH:41]([N:42]([CH:43]([CH3:44])[CH3:45])[CH2:46][CH3:47])([CH3:48])[CH3:49].[Cl:22][C:23](=[O:24])[c:25]1[cH:26][cH:27][cH:28][cH:29][c:30]1[Cl:31]>>[CH:1]1([c:4]2[n:5][c:6](-[c:9]3[n:10][cH:11][n:12]4[c:13]3[CH2:14][N:15]([C:23](=[O:24])[c:25]3[cH:26][cH:27][cH:28][cH:29][c:30]3[Cl:31])[c:16]3[cH:17][cH:18][cH:19][cH:20][c:21]3-4)[n:7][o:8]2)[CH2:2][CH2:3]1. Starting materials: CCOC(=O)CC(C)N, C1CCOC1, CCN(C(C)C)C(C)C, COCc1cc(-c2nc(-c3ccc(C(=O)Cl)c(F)c3)no2)ccc1-c1ccccc1C. Yields the product CCOC(=O)CC(C)NC(=O)c1ccc(-c2noc(-c3ccc(-c4ccccc4C)c(COC)c3)n2)cc1F. RXN SMILES: [CH2:41]([CH3:42])[O:43][C:44]([CH2:45][CH:46]([CH3:47])[NH2:48])=[O:49].[CH2:50]1[O:51][CH2:52][CH2:53][CH2:54]1.[CH:32]([N:33]([CH2:34][CH3:35])[CH:36]([CH3:37])[CH3:38])([CH3:39])[CH3:40].[F:1][c:2]1[c:3]([C:4](=[O:5])[Cl:6])[cH:7][cH:8][c:9](-[c:11]2[n:12][o:13][c:14](-[c:16]3[cH:17][c:18]([CH2:29][O:30][CH3:31])[c:19](-[c:22]4[c:23]([CH3:28])[cH:24][cH:25][cH:26][cH:27]4)[cH:20][cH:21]3)[n:15]2)[cH:10]1>>[F:1][c:2]1[c:3]([C:4](=[O:5])[NH:48][CH:46]([CH2:45][C:44]([O:43][CH2:41][CH3:42])=[O:49])[CH3:47])[cH:7][cH:8][c:9](-[c:11]2[n:12][o:13][c:14](-[c:16]3[cH:17][c:18]([CH2:29][O:30][CH3:31])[c:19](-[c:22]4[c:23]([CH3:28])[cH:24][cH:25][cH:26][cH:27]4)[cH:20][cH:21]3)[n:15]2)[cH:10]1. Procedure details: The solution from 2-acetoxybenzoic acid 2,2-dimethyl-[1,3]dioxolan-4-yl-methylamide (184 mg, 0.63 mmol) in dichloromethane (5 ml) is treated with trifluoroacetic acid (1 ml). After 0.5 h at room temperature, the mixture is concentrated, the residue is taken up in toluene (10 ml) and the solution is concentrated. The residue is purified by column chromatography (dichloromethane/methanol=10/1). Yield: 132 mg. The solvent is ClCCl (dichloromethane). As a reaction SMILES: CC1(C)O[CH:5]([N:7](C)[C:8](=[O:19])[C:9]2[CH:14]=[CH:13][CH:12]=[CH:11][C:10]=2[O:15][C:16](=[O:18])[CH3:17])[CH2:4][O:3]1.FC(F)(F)[C:24](O)=[O:25]>ClCCl>[OH:3][CH:4]([CH2:24][OH:25])[CH2:5][NH:7][C:8](=[O:19])[C:9]1[CH:14]=[CH:13][CH:12]=[CH:11][C:10]=1[O:15][C:16](=[O:18])[CH3:17]. Yields the product OC(CNC(C1=C(C=CC=C1)OC(C)=O)=O)CO (2-Acetoxybenzoic acid 2,3-dihydroxy-propylamide). Run at time 0.5 hour. Starting materials: CC1(OCC(O1)N(C(C1=C(C=CC=C1)OC(C)=O)=O)C)C (2-acetoxybenzoic acid 2,2-dimethyl-[1,3]dioxolan-4-yl-methylamide), FC(C(=O)O)(F)F (trifluoroacetic acid).